Task: describe an organic reaction: reactants, conditions, products, and yield. Dataset: the Open Reaction Database (ORD), a public repository of structured organic reaction records Yields the product BrC1=CC=C2C(C(C(=C(C2=C1)O)C(CCC(=O)O)=O)=O)(C)C (4-(7-Bromo-1-hydroxy-4,4-dimethyl-3-oxo-3,4-dihydronaphthalen-2-yl)-4-oxobutanoic acid). Run in C1CCOC1 (THF), C(Cl)Cl (DCM). Reaction SMILES: [OH-].[Na+].[Br:3][C:4]1[CH:13]=[C:12]2[C:7]([C:8]([CH3:25])([CH3:24])[C:9](=[O:23])[C:10]([C:15](=[O:22])[CH2:16][CH2:17][C:18]([O:20]C)=[O:19])=[C:11]2[OH:14])=[CH:6][CH:5]=1>C1COCC1.C(Cl)Cl>[Br:3][C:4]1[CH:13]=[C:12]2[C:7]([C:8]([CH3:25])([CH3:24])[C:9](=[O:23])[C:10]([C:15](=[O:22])[CH2:16][CH2:17][C:18]([OH:20])=[O:19])=[C:11]2[OH:14])=[CH:6][CH:5]=1 |f:0.1|. Reaction conditions: time 15 minute. Isolated yield 31.0%. Reactants: [OH-].[Na+] (NaOH), BrC1=CC=C2C(C(C(=C(C2=C1)O)C(CCC(=O)OC)=O)=O)(C)C (methyl 4-(7-bromo-1-hydroxy-4,4-dimethyl-3-oxo-3,4-dihydronaphthalen-2-yl)-4-oxobutanoate). Reported procedure: A solution of aqueous NaOH (5M, 2.0 mL) was added to a solution of methyl 4-(7-bromo-1-hydroxy-4,4-dimethyl-3-oxo-3,4-dihydronaphthalen-2-yl)-4-oxobutanoate (0.061 g, 0.16 mmol) in THF (1.5 mL). The mixture was stirred for 15 minutes at room temperature, diluted with DCM, and extracted with water. The water phase was acidified to pH=1 using aqueous HCl (5M) and extracted with EtOAc. The combined organic layers were dried over MgSO4 and evaporated. The product was rinsed with diethyl ether and dr... Reactants: N[C@@H](C(C)(C)S)C(=O)O (L-penicillamine), [OH-].[Na+] (sodium hydroxide), C(C)(C)(C)OC(OC(C)(C)C)=O (di-tert.-butylcarbonate), C(C)(C)(C)O (tert.-butanol). Solvent: O (water), O (water). Conditions: time 6 hour. Yields the product C(=O)(OC(C)(C)C)N[C@@H](C(C)(C)S)C(=O)O (Boc-L-penicillamine). Yield: 95.5%. Reaction SMILES: [NH2:1][C@H:2]([C:7]([OH:9])=[O:8])[C:3]([SH:6])([CH3:5])[CH3:4].[OH-].[Na+].C(O)(C)(C)C.[C:17]([O:21][C:22](=O)[O:23]C(C)(C)C)([CH3:20])([CH3:19])[CH3:18]>O>[C:22]([NH:1][C@H:2]([C:7]([OH:9])=[O:8])[C:3]([SH:6])([CH3:5])[CH3:4])([O:21][C:17]([CH3:20])([CH3:19])[CH3:18])=[O:23] |f:1.2|. Reported procedure: 5.0 G of L-penicillamine (33.6 mmol) was dissolved in 5 ml of water containing 1.3 g of sodium hydroxide (33.6 mmol, 1 eq.). To this was added 10 ml of tert.-butanol. 8.0 G of di-tert.-butylcarbonate (37 mmol, 1.1 eq.) was added dropwise over 30 minutes. The reaction was allowed to proceed at room temperature for 6 hours. The turbid reaction mixture was diluted with 50 ml of water and extracted with hexane (3×50 ml), acidified to pH 3 with solid sodium bisulfate and extracted with ethyl acetate ... Starting materials: C(C)(=O)OC=1C=CC2=C(OC(=CO2)CC(=O)OCC)C1 (Ethyl 2-[7-(acetyloxy)-1,4-benzodioxin-2-yl]acetate), C(C)[O-].[Na+] (sodium ethanolate). The solvent is C(C)O (ethanol). Procedure details: 0.84 g (3.78 mmol) of the ester obtained in Step A is dissolved in 20 ml of anhydrous ethanol; the medium is then adjusted to a basic pH using a molar solution of sodium ethanolate (0.5 ml). After 18 hours of stirring under an inert atmosphere and at ambient temperature, the reaction mixture is neutralised with DOWEX X-8 resin (acid form). The solid is then filtered off; the filtrate is then concentrated in vacuo. The residue obtained is purified on a silica column (eluant: AcOEt/PE: 50150) to y... Run at time 18 hour. RXN SMILES: C([O:4][C:5]1[CH:6]=[CH:7][C:8]2[O:13][CH:12]=[C:11]([CH2:14][C:15]([O:17][CH2:18][CH3:19])=[O:16])[O:10][C:9]=2[CH:20]=1)(=O)C.C([O-])C.[Na+]>C(O)C>[OH:4][C:5]1[CH:6]=[CH:7][C:8]2[O:13][CH:12]=[C:11]([CH2:14][C:15]([O:17][CH2:18][CH3:19])=[O:16])[O:10][C:9]=2[CH:20]=1 |f:1.2|. The product is OC=1C=CC2=C(OC(=CO2)CC(=O)OCC)C1 (Ethyl 2-[7-hydroxy-1,4-benzodioxin-2-yl]acetate). Reactants: [BH4-], O=C(COc1ccc(F)cc1O)c1ccc(Br)cc1, CCO, [Na+], O. The product is Oc1cc(F)ccc1OCC(O)c1ccc(Br)cc1. Reaction SMILES: [BH4-:20].[Br:1][c:2]1[cH:3][cH:4][c:5]([C:8]([CH2:9][O:10][c:11]2[c:12]([OH:18])[cH:13][c:14]([F:17])[cH:15][cH:16]2)=[O:19])[cH:6][cH:7]1.[CH3:23][CH2:24][OH:25].[Na+:21].[OH2:22]>>[Br:1][c:2]1[cH:3][cH:4][c:5]([CH:8]([CH2:9][O:10][c:11]2[c:12]([OH:18])[cH:13][c:14]([F:17])[cH:15][cH:16]2)[OH:19])[cH:6][cH:7]1.